This data is from the Open Reaction Database (ORD), a public repository of structured organic reaction records. The task is: describe an organic reaction: reactants, conditions, products, and yield Reaction SMILES: [CH3:1][c:2]1[c:3](-[c:17]2[cH:18][cH:19][c:20]([CH2:23][C:24]#[N:25])[cH:21][cH:22]2)[c:4]([C:13]([F:14])([F:15])[F:16])[n:5][n:6]1[CH:7]1[CH2:8][CH2:9][CH2:10][CH2:11][O:12]1.[CH3:27][CH2:28][O:29][C:30](=[O:31])[CH3:32].[ClH:26]>>[CH3:1][c:2]1[c:3](-[c:17]2[cH:18][cH:19][c:20]([CH2:23][C:24]#[N:25])[cH:21][cH:22]2)[c:4]([C:13]([F:14])([F:15])[F:16])[n:5][nH:6]1. Reactants: Cc1c(-c2ccc(CC#N)cc2)c(C(F)(F)F)nn1C1CCCCO1, CCOC(C)=O, Cl. The product is Cc1[nH]nc(C(F)(F)F)c1-c1ccc(CC#N)cc1.